describe an organic reaction: reactants, conditions, products, and yield From a dataset of the Open Reaction Database (ORD), a public repository of structured organic reaction records. Reactants: CC(C)(C)N, CCOCC, O=S(Cl)Cl, O=C(O)c1ccccc1Cc1ccccc1, c1ccncc1. The product is CC(C)(C)NC(=O)c1ccccc1Cc1ccccc1. As a reaction SMILES: [C:27]([CH3:28])([CH3:29])([CH3:30])[NH2:31].[CH2:32]([O:33][CH2:34][CH3:35])[CH3:36].[S:23]([Cl:24])([Cl:25])=[O:26].[c:1]1([CH2:7][c:8]2[c:9]([C:14](=[O:15])[OH:16])[cH:10][cH:11][cH:12][cH:13]2)[cH:2][cH:3][cH:4][cH:5][cH:6]1.[cH:17]1[cH:18][cH:19][n:20][cH:21][cH:22]1>>[c:1]1([CH2:7][c:8]2[c:9]([C:14](=[O:16])[NH:31][C:27]([CH3:28])([CH3:29])[CH3:30])[cH:10][cH:11][cH:12][cH:13]2)[cH:2][cH:3][cH:4][cH:5][cH:6]1.